This data is from the Open Reaction Database (ORD), a public repository of structured organic reaction records. The task is: describe an organic reaction: reactants, conditions, products, and yield The reactants are C1(=CC=C(C=C1)S(=O)(=O)NC(=O)NCCC1=CC=C(C=C1)N1C(=NC=2C1=NC(=CC2C)C)CC)C2=CC=CC=C2 (3-{4-[2-({[(4-BIPHENYLSULFONYL)AMINO]CARBONYL}AMINO)ETHYL]PHENYL}-2-ETHYL-5,7-DIMETHYL-3H-IMIDAZO[4,5-b]PYRIDINE), S1C(=CC2=C1C=CC=C2)S(=O)(=O)N (1-benzothiophene-2-sulfonamide). Yields the product S1C(=CC2=C1C=CC=C2)S(=O)(=O)NC(=O)NCCC2=CC=C(C=C2)N2C(=NC=1C2=NC(=CC1C)C)CC (3-{4-[2-({[(1-BENZOTHIEN-2-YLSULFONYL)AMINO]CARBONYL}AMINO)ETHYL]PHENYL}-2-ETHYL-5,7-DIMETHYL-3H-IMIDAZO[4,5-b]PYRIDINE). RXN SMILES: C1(C2C=CC=CC=2)C=C[C:4]([S:7]([NH:10][C:11]([NH:13][CH2:14][CH2:15][C:16]2[CH:21]=[CH:20][C:19]([N:22]3[C:26]4=[N:27][C:28]([CH3:32])=[CH:29][C:30]([CH3:31])=[C:25]4[N:24]=[C:23]3[CH2:33][CH3:34])=[CH:18][CH:17]=2)=[O:12])(=[O:9])=[O:8])=[CH:3]C=1.[S:41]1[C:45]2[CH:46]=[CH:47][CH:48]=[CH:49][C:44]=2C=C1S(N)(=O)=O>>[S:41]1[C:45]2[CH:46]=[CH:47][CH:48]=[CH:49][C:44]=2[CH:3]=[C:4]1[S:7]([NH:10][C:11]([NH:13][CH2:14][CH2:15][C:16]1[CH:21]=[CH:20][C:19]([N:22]2[C:26]3=[N:27][C:28]([CH3:32])=[CH:29][C:30]([CH3:31])=[C:25]3[N:24]=[C:23]2[CH2:33][CH3:34])=[CH:18][CH:17]=1)=[O:12])(=[O:9])=[O:8]. Procedure details: The title compound was prepared according to the procedure described in step 2 of Example 18 from phenyl 2-[4-(2-ethyl-5,7-dimethyl-3H-imidazo[4,5-b]pyridin-3-yl)phenyl]ethylcarbamate (step 1 of Example 18) and 1-benzothiophene-2-sulfonamide (Chern, J.; Leu, Y.; et al. J. Med. Chem., 1997, 40, 2276.; Graham, S. L.; Shepard, K. L.; et al. J. Med. Chem., 1989, 32, 2548).